Dataset: the Open Reaction Database (ORD), a public repository of structured organic reaction records. Task: describe an organic reaction: reactants, conditions, products, and yield Reactants: N1N=CN=C1.[Na] (sodium 1,2,4-triazole), OC1(C(CCCl)C=CC(=C1)Cl)Cl (2-hydroxy-2,4-dichlorophenethyl chloride), N1N=CN=C1 (1H-1,2,4-triazole), [OH-].[Na+] (sodium hydroxide). Run in O (water), CS(=O)C (dimethyl sulfoxide). Reaction conditions: time 2 hour. The product is OC(CN1N=CN=C1)C1=C(C=C(C=C1)Cl)Cl (1-[2-Hydroxy-2-(2,4-dichlorophenyl) ethyl]-1,2,4-triazole). RXN SMILES: [NH:1]1[CH:5]=[N:4][CH:3]=[N:2]1.[Na].N1C=NC=N1.[OH-:12].[Na+].O[C:15]1([Cl:25])[CH:23]=[C:22]([Cl:24])[CH:21]=[CH:20][CH:16]1[CH2:17][CH2:18]Cl>O.CS(C)=O>[OH:12][CH:17]([C:16]1[CH:20]=[CH:21][C:22]([Cl:24])=[CH:23][C:15]=1[Cl:25])[CH2:18][N:1]1[CH:5]=[N:4][CH:3]=[N:2]1 |f:0.1,3.4,^1:5|. Reported procedure: To a dimethyl sulfoxide solution (50 ml) of sodium 1,2,4-triazole, generated from 3.25 g (0.047 m) of 1H-1,2,4-triazole, and 1.9 g (0.047 m) of sodium hydroxide, is added 10 g (0.045 m) of 2-hydroxy-2,4-dichlorophenethyl chloride dropwise at 110° under nitrogen. The reaction is stirred at 110° for 11/2 hours. The reaction mixture is poured into water and extracted with methylene chloride. The combined organic extracts are washed with water and dried over MgSO4. Solvent is evaporated to give 8 g ... Reactants: CCCCCCI, CS(C)=O, [K+], NC(N)=O, [OH-], O. Yields the product CCCCCCNC(N)=O. As a reaction SMILES: [CH2:7]([CH2:8][CH2:9][CH2:10][CH2:11][CH3:12])[I:13].[CH3:15][S:16](=[O:17])[CH3:18].[K+:2].[NH2:3][C:4]([NH2:5])=[O:6].[OH-:1].[OH2:14]>>[NH:3]([C:4]([NH2:5])=[O:6])[CH2:7][CH2:8][CH2:9][CH2:10][CH2:11][CH3:12]. The reactants are O.O.O.C(C)(=O)[O-].[Na+] (sodium acetate trihydrate), C(CCC)[Li] (n-Butyllithium), solution, NOS(=O)(=O)O (hydroxylamine-O-sulfonic acid), S(=O)=O (sulfur dioxide), 1h, ClC1=CC=2C(=NNS(C2S1)(=O)=O)C (6-Chloro-4-methyl-2H-thieno[3,2-e]-1,2,3-thiadiazine 1,1-dioxide). Run in hexanes, O (water), C1CCOC1 (THF). Run at temperature -78 celsius, time 18 hour. Product: CC1=NNS(C2=C1C=C(S2)S(=O)(=O)N)(=O)=O (4-Methyl-2H-thieno[3,2-e]-1,2,3-thiadiazine-6-sulfonamide 1,1-dioxide). Reaction SMILES: Cl[C:2]1[S:10][C:9]2[S:8](=[O:12])(=[O:11])[NH:7][N:6]=[C:5]([CH3:13])[C:4]=2[CH:3]=1.C([Li])CCC.[S:19](=[O:21])=[O:20].O.O.O.C([O-])(=O)C.[Na+].[NH2:30]OS(O)(=O)=O>C1COCC1.O>[CH3:13][C:5]1[C:4]2[CH:3]=[C:2]([S:19]([NH2:30])(=[O:21])=[O:20])[S:10][C:9]=2[S:8](=[O:12])(=[O:11])[NH:7][N:6]=1 |f:3.4.5.6.7|. Procedure: The product from step A (1.5 g, 6.30 mmol) was dissolved in dry THF (60 mL) and cooled to -78° C. under nitrogen. n-Butyllithium (5.33 mL of a 2.5 M solution in hexanes, 13.3 mmol) was added dropwise and the mixture was stirred for 1h at -78° C. A stream of sulfur dioxide gas was passed through the surface of the mixture for 15 min and then the mixture was allowed to warm to room temperature. Evaporation of the volatiles provided a residue which was dissolved in water (60 mL) to which was added ... Reaction SMILES: [C:27]([CH3:28])(=[O:29])[O:30][CH:31]1[C:32](=[O:33])[O:34][C:35](=[O:37])[CH2:36]1.[CH3:38][C:39](=[O:40])[OH:41].[F:1][c:2]1[cH:3][c:4]([NH2:26])[cH:5][cH:6][c:7]1-[c:8]1[s:9][c:10]2[n:11][c:12]([C:17]3([c:20]4[cH:21][cH:22][cH:23][cH:24][cH:25]4)[CH2:18][CH2:19]3)[cH:13][cH:14][c:15]2[n:16]1.[cH:42]1[cH:43][cH:44][cH:45][cH:46][cH:47]1>>[F:1][c:2]1[cH:3][c:4]([NH:26][C:35]([CH2:36][CH:31]([O:30][C:27]([CH3:28])=[O:29])[C:32](=[O:33])[OH:34])=[O:37])[cH:5][cH:6][c:7]1-[c:8]1[s:9][c:10]2[n:11][c:12]([C:17]3([c:20]4[cH:21][cH:22][cH:23][cH:24][cH:25]4)[CH2:18][CH2:19]3)[cH:13][cH:14][c:15]2[n:16]1. Starting materials: CC(=O)OC1CC(=O)OC1=O, CC(=O)O, Nc1ccc(-c2nc3ccc(C4(c5ccccc5)CC4)nc3s2)c(F)c1, c1ccccc1. Product: CC(=O)OC(CC(=O)Nc1ccc(-c2nc3ccc(C4(c5ccccc5)CC4)nc3s2)c(F)c1)C(=O)O. Starting materials: ClC=1N=C(C2=C(N1)CCS2)N[C@@H]2[C@H](CCC2)NC(OC(C)(C)C)=O (tert-butyl [(1S,2S)-2-(2-chloro-6,7-dihydrothieno[3,2-d]pyrimidin-4-ylamino)cyclopentyl]carbamate), C1(CCCCC1)NC=1C2=C(N=C(N1)N1CCN(CC1)C1=CC=C(C(=O)OCC)C=C1)CCS2 (ethyl 4-[4-(4-cyclohexylamino-6,7-dihydrothieno[3,2-d]pyrimidin-2-yl)piperazin-1-yl]benzoate). Run in O1CCOCC1 (dioxane). Reaction conditions: temperature 160 celsius. Product: C1(=CC=CC=C1)N1CCN(CC1)C=1N=C(C2=C(N1)CCS2)N[C@@H]2[C@H](CCC2)NC(OC(C)(C)C)=O (tert-butyl {(1S,2S)-2-[2-(4-phenylpiperazin-1-yl)-6,7-dihydrothieno[3,2-d]pyrimidin-4-ylamino]cyclopentyl}carbamate). RXN SMILES: Cl[C:2]1[N:3]=[C:4]([NH:11][C@H:12]2[CH2:16][CH2:15][CH2:14][C@@H:13]2[NH:17][C:18](=[O:24])[O:19][C:20]([CH3:23])([CH3:22])[CH3:21])[C:5]2[S:10][CH2:9][CH2:8][C:6]=2[N:7]=1.C1(NC2C3SCCC=3N=C([N:38]3[CH2:43][CH2:42][N:41]([C:44]4[CH:54]=[CH:53][C:47](C(OCC)=O)=[CH:46][CH:45]=4)[CH2:40][CH2:39]3)N=2)CCCCC1>O1CCOCC1>[C:44]1([N:41]2[CH2:42][CH2:43][N:38]([C:2]3[N:3]=[C:4]([NH:11][C@H:12]4[CH2:16][CH2:15][CH2:14][C@@H:13]4[NH:17][C:18](=[O:24])[O:19][C:20]([CH3:23])([CH3:22])[CH3:21])[C:5]4[S:10][CH2:9][CH2:8][C:6]=4[N:7]=3)[CH2:39][CH2:40]2)[CH:54]=[CH:53][CH:47]=[CH:46][CH:45]=1. Procedure details: 1.08 g (2.9 mmol) of tert-butyl [(1S,2S)-2-(2-chloro-6,7-dihydrothieno[3,2-d]pyrimidin-4-ylamino)cyclopentyl]carbamate (V) (chiral) and 9.9 mmol of 1-phenylpiperazine (VI) are placed in 14 mL of dioxane, then heated to 160° C. for 2.3 hours. The reaction mixture is concentrated by evaporation, the residue is then purified by HPLC through an RP column (column: XTerra, MS-C18, 5 μm, 19*100 mm, eluant: water+0.1% trifluoroacetic acid (A), acetonitrile+0.1% trifluoroacetic acid (B)). Reactants: CCOc1cnnc(Oc2cc(C(F)(F)F)nn2C)c1, Cn1nc(C(F)(F)F)cc1Oc1cc(O)cnn1, [H-], [Na+], CN(C)C=O. Product: Cn1nc(C(F)(F)F)cc1Oc1cc(OC(F)F)cnn1. RXN SMILES: [CH2:21]([O:22][c:23]1[cH:24][c:25]([O:26][c:27]2[n:28]([CH3:29])[n:30][c:31]([C:37]([F:32])([F:38])[F:39])[cH:33]2)[n:34][n:35][cH:36]1)[CH3:40].[CH3:1][n:2]1[n:3][c:4]([C:15]([F:16])([F:17])[F:18])[cH:5][c:6]1[O:7][c:8]1[cH:9][c:10]([OH:14])[cH:11][n:12][n:13]1.[H-:20].[Na+:19].[O:41]=[CH:42][N:43]([CH3:44])[CH3:45]>>[CH3:1][n:2]1[n:3][c:4]([C:15]([F:16])([F:17])[F:18])[cH:5][c:6]1[O:7][c:8]1[cH:9][c:10]([O:14][CH:37]([F:38])[F:39])[cH:11][n:12][n:13]1. Starting materials: C(CC(O)(C(=O)O)CC(=O)O)(=O)O (citric acid), ClC=1C=C2C(=NC1)COC2=O (3-Chlorofuro[3,4-b]pyridin-5(7H)-one), ClC1=CC=C(C=C1)O (4-chloro phenol), C[O-].[Na+] (sodium methoxide). Reaction conditions: temperature 130 celsius. Product: ClC=1C=NC(=C(C(=O)O)C1)COC1=CC=C(C=C1)Cl (5-Chloro-2-[(4-chlorophenoxy)methyl]nicotinic acid). The yield is 58.3%. RXN SMILES: [Cl:1][C:2]1[CH:3]=[C:4]2[C:10](=[O:11])[O:9][CH2:8][C:5]2=[N:6][CH:7]=1.[Cl:12][C:13]1[CH:18]=[CH:17][C:16]([OH:19])=[CH:15][CH:14]=1.C[O-].[Na+].C(O)(=O)CC(CC(O)=O)(C(O)=O)O>>[Cl:1][C:2]1[CH:7]=[N:6][C:5]([CH2:8][O:19][C:16]2[CH:17]=[CH:18][C:13]([Cl:12])=[CH:14][CH:15]=2)=[C:4]([CH:3]=1)[C:10]([OH:9])=[O:11] |f:2.3|. Reported procedure: A mixture of 3-chlorofuro[3,4-b]pyridin-5(7H)-one (step 1, 110 mg, 0.65 mmol) and 4-chloro phenol (416 mg, 3.24 mmol) was heated to 130° C. under N2, then sodium methoxide (28% methanol solution, 250 mg, 1.30 mmol) was added dropwise to the mixture at 130° C. The mixture was heated at the same temperature for 4 hours. After cooling, to the mixture was added 10% aqueous citric acid and the mixture was extracted with ethyl acetate. The extracts were dried over sodium sulfate and evaporated. The re... Reactants: CC(=O)O[BH-](OC(C)=O)OC(C)=O, O=C([O-])O, C=O, CC(Cl)Cl, COCCCC1CN(C2=Nc3ccc(F)cc3Nc3sc(C)cc32)CCN1, [Na+], [Na+]. Yields the product COCCCC1CN(C2=Nc3ccc(F)cc3Nc3sc(C)cc32)CCN1C. As a reaction SMILES: [C:30]([O:31][BH-:32]([O:33][C:34](=[O:35])[CH3:36])[O:37][C:38](=[O:39])[CH3:40])(=[O:41])[CH3:42].[C:48](=[O:49])([OH:50])[O-:51].[CH2:28]=[O:29].[Cl:44][CH:45]([Cl:46])[CH3:47].[F:1][c:2]1[cH:3][cH:4][c:5]2[c:6]([cH:27]1)[NH:7][c:8]1[s:9][c:10]([CH3:26])[cH:11][c:12]1[C:13]([N:15]1[CH2:16][CH:17]([CH2:21][CH2:22][CH2:23][O:24][CH3:25])[NH:18][CH2:19][CH2:20]1)=[N:14]2.[Na+:43].[Na+:52]>>[F:1][c:2]1[cH:3][cH:4][c:5]2[c:6]([cH:27]1)[NH:7][c:8]1[s:9][c:10]([CH3:26])[cH:11][c:12]1[C:13]([N:15]1[CH2:16][CH:17]([CH2:21][CH2:22][CH2:23][O:24][CH3:25])[N:18]([CH3:30])[CH2:19][CH2:20]1)=[N:14]2. The reactants are C1(=CC=CC=C1)CCCCN (4-phenylbutylamine), COC(COC1=CC=C(C=C1)CN)=O (methyl[4-(aminomethyl)phenoxy]acetate), acetate salt, ClCC=1N=C(SC1)C1=CC=C(C(=O)Cl)C=C1 (4-[4-(chloromethyl)-1,3-thiazol-2-yl]benzoyl chloride), Cl.CN(CC(=O)Cl)C (N,N-dimethylglycyl chloride hydrochloride). The product is CN(CC(=O)N(CC=1N=C(SC1)C1=CC=C(C=C1)C(=O)NCCCCC1=CC=CC=C1)CC1=CC=C(OCC(=O)O)C=C1)C ({4-[((N,N-dimethylglycyl){[2-(4-{[(4-phenylbutyl)amino]carbonyl}phenyl)-1,3-thiazol-4-yl]methyl}amino)methyl]phenoxy}acetic acid). As a reaction SMILES: [C:1]1([CH2:7][CH2:8][CH2:9][CH2:10][NH2:11])[CH:6]=[CH:5][CH:4]=[CH:3][CH:2]=1.Cl[CH2:13][C:14]1[N:15]=[C:16]([C:19]2[CH:27]=[CH:26][C:22]([C:23](Cl)=[O:24])=[CH:21][CH:20]=2)[S:17][CH:18]=1.Cl.[CH3:29][N:30]([CH3:35])[CH2:31][C:32](Cl)=[O:33].C[O:37][C:38](=[O:49])[CH2:39][O:40][C:41]1[CH:46]=[CH:45][C:44]([CH2:47][NH2:48])=[CH:43][CH:42]=1>>[CH3:29][N:30]([CH3:35])[CH2:31][C:32]([N:48]([CH2:47][C:44]1[CH:45]=[CH:46][C:41]([O:40][CH2:39][C:38]([OH:49])=[O:37])=[CH:42][CH:43]=1)[CH2:13][C:14]1[N:15]=[C:16]([C:19]2[CH:27]=[CH:26][C:22]([C:23]([NH:11][CH2:10][CH2:9][CH2:8][CH2:7][C:1]3[CH:6]=[CH:5][CH:4]=[CH:3][CH:2]=3)=[O:24])=[CH:21][CH:20]=2)[S:17][CH:18]=1)=[O:33] |f:2.3|. Procedure details: The title compound was prepared following the procedure [79 [0 using 4-phenylbutylamine, 4-[4-(chloromethyl)-1,3-thiazol-2-yl]benzoyl chloride, N,N-dimethylglycyl chloride hydrochloride and methyl[4-(aminomethyl)phenoxy]acetate, acetate salt. M+(ESI): 615.2